This data is from the Open Reaction Database (ORD), a public repository of structured organic reaction records. The task is: describe an organic reaction: reactants, conditions, products, and yield The reactants are C1(=CC=CC=C1)CC(=O)N (phenylacetamide), C=O (formaldehyde). Reagents/catalysts: C([O-])([O-])=O.[K+].[K+] (potassium carbonate). Product: OCNC(CC1=CC=CC=C1)=O (N-hydroxymethylphenylacetamide). The yield is 44.4%. RXN SMILES: [C:1]1([CH2:7][C:8]([NH2:10])=[O:9])[CH:6]=[CH:5][CH:4]=[CH:3][CH:2]=1.[CH2:11]=[O:12]>C(=O)([O-])[O-].[K+].[K+]>[OH:12][CH2:11][NH:10][C:8](=[O:9])[CH2:7][C:1]1[CH:6]=[CH:5][CH:4]=[CH:3][CH:2]=1 |f:2.3.4|. Procedure: A mixture of phenylacetamide 12 (2 g, 15 mmol) in a solution of potassium carbonate (4%, 2 ml, 0.6 mmol) and an aqueous solution of formaldehyde (37%, 2 ml, 20 mmol) was refluxed for 15 min (until completely dissolved). The mixture was cooled and extracted with CH2Cl2 (2×30 ml). The combined organic phases were dried over MgSO4 and were concentrated under reduced pressure to give a crude product (1.35 g), recrystallization in toluene (20 ml) gave N-hydroxymethylphenylacetamide 11 (1.1 g, 44%) in... Starting materials: CC1CCC(O1)C(=O)O (5-methyl-2-tetrahydrofuroic acid), C(C(=O)Cl)(=O)Cl (oxalyl chloride), Br (hydrogen bromide), 1.25h. Reagents/catalysts: CN(C=O)C (dimethylformamide). Solvent: ClCCl (dichloromethane). Conditions: temperature 0 celsius, time 10 minute. The product is BrCC(=O)C1OC(CC1)C (2-Bromoacetyl-5-methyltetrahydrofuran). Isolated yield 58.2%. As a reaction SMILES: [CH3:1][CH:2]1[O:6][CH:5]([C:7]([OH:9])=O)[CH2:4][CH2:3]1.[C:10](Cl)(=O)C(Cl)=O.[BrH:16]>ClCCl.CN(C)C=O>[Br:16][CH2:10][C:7]([CH:5]1[CH2:4][CH2:3][CH:2]([CH3:1])[O:6]1)=[O:9]. Procedure details: A solution of 5-methyl-2-tetrahydrofuroic acid (1.80g, 13.85mmol) in dichloromethane (25ml) was treated with oxalyl chloride (2.4ml, 27.51mmol) in the presence of dimethylformamide (3 drops). After stirring for 1.25h, the solvent was evaporated in vacuo. The residue was re-dissolved in dichloromethane and concentrated again. Excess diazomethane was then bubbled through a solution of the resulting acid chloride in dichloromethane (30ml) at 0° C. When the addition was complete, the mixture was sti... Reactants: ClC=1C=CC=2C(C3=C(NC2C1)C(N(C3=O)NC3=CC=C(C=C3)Cl)=O)=O (6-chloro-2-(4-chloroanilino)-2,3,4,9- tetrahydro-1H-pyrrolo[3,4-b]quinoline-1,3,9-trione). Run in CO (methanol), CS(=O)(=O)O (methanesulfonic acid). The product is ClC=1C=CC=2C(C3=C(NC2C1)C(N(N=C3O)C3=CC=C(C=C3)Cl)=O)=O (7-Chloro-1-hydroxy-3-(4-chlorophenyl)-3,4,5,10-tetrahydropyridazino[4,5-b]quinoline-4,10-dione). The yield is 23.3%. As a reaction SMILES: [Cl:1][C:2]1[CH:3]=[CH:4][C:5]2[C:6](=[O:25])[C:7]3[C:14](=[O:15])[N:13]([NH:16][C:17]4[CH:22]=[CH:21][C:20]([Cl:23])=[CH:19][CH:18]=4)[C:12](=[O:24])[C:8]=3[NH:9][C:10]=2[CH:11]=1>CO.CS(O)(=O)=O>[Cl:1][C:2]1[CH:3]=[CH:4][C:5]2[C:6](=[O:25])[C:7]3[C:14]([OH:15])=[N:13][N:16]([C:17]4[CH:22]=[CH:21][C:20]([Cl:23])=[CH:19][CH:18]=4)[C:12](=[O:24])[C:8]=3[NH:9][C:10]=2[CH:11]=1. Procedure details: A stirred suspension of 6-chloro-2-(4-chloroanilino)-2,3,4,9- tetrahydro-1H-pyrrolo[3,4-b]quinoline-1,3,9-trione (0.670 g, 1.79 mM) in methanol (60 mL) and methanesulfonic acid (15 mL) was refluxed for 3 hours and cooled to room temperature. The mixture was filtered (the filtrate was saved for use in Example 17), and the collected yellow solids were washed with methanol and ether to give the title compound (0.156 g, 23%) as a yellow powder, mp>400° C.; MS(CI): 374 (M+H). The reactants are CN(C)C=O (DMF), C(C)(=O)OCC (ethyl acetate), C(CCC)[Li] (n-Butyl lithium), BrC1=C(C=C(C(=C1)F)Br)F (1,4-dibromo-2,5-difluoro-benzene). The yield is 36.9%. The product is BrC1=CC(=C(C=O)C=C1F)F (4-Bromo-2,5-difluoro-benzaldehyde). The solvent is C1CCOC1 (THF), CCCCCC (hexane), CCOCC (ether). Procedure details: n-Butyl lithium (3.6 ml, 7.7 mmol) was added drop wise to a solution of 1,4-dibromo-2,5-difluoro-benzene (2 g, 7.35 mmol) in dry ether at −78° C. under nitrogen atmosphere and the resulting mixture was stirred at −78° C. for 30 minutes. This was followed by the addition of DMF (0.85 ml, 11.03 mmol) in dry THF. The resultant was stirred at room temperature for 1 hour. The reaction was monitored by TLC (5% ethyl acetate in hexane). The reaction mixture was partitioned between ethyl acetate and sat... Reaction SMILES: C([Li])CCC.Br[C:7]1[CH:12]=[C:11]([F:13])[C:10]([Br:14])=[CH:9][C:8]=1[F:15].CN([CH:19]=[O:20])C.C(OCC)(=O)C>CCOCC.C1COCC1.CCCCCC>[Br:14][C:10]1[C:11]([F:13])=[CH:12][C:7]([CH:19]=[O:20])=[C:8]([F:15])[CH:9]=1. Reaction conditions: temperature -78 celsius, time 30 minute. Starting materials: CCO, Cl, Nc1ncccc1OCc1c(F)cccc1F, CCOC(=N)Cc1ccccc1. Product: Cl, N=C(Cc1ccccc1)Nc1ncccc1OCc1c(F)cccc1F. Reaction SMILES: [CH3:31][CH2:32][OH:33].[ClH:18].[NH2:1][c:2]1[n:3][cH:4][cH:5][cH:6][c:7]1[O:8][CH2:9][c:10]1[c:11]([F:17])[cH:12][cH:13][cH:14][c:15]1[F:16].[c:19]1([CH2:25][C:26]([O:27][CH2:28][CH3:29])=[NH:30])[cH:20][cH:21][cH:22][cH:23][cH:24]1>>[ClH:18].[NH:1]([c:2]1[n:3][cH:4][cH:5][cH:6][c:7]1[O:8][CH2:9][c:10]1[c:11]([F:17])[cH:12][cH:13][cH:14][c:15]1[F:16])[C:26]([CH2:25][c:19]1[cH:20][cH:21][cH:22][cH:23][cH:24]1)=[NH:30]. Reactants: CCNc1cc2nn(-c3ccc(Br)cc3)c(C(=O)NC)c2cc1C1CC1, CC(=O)Cl, CCN(C(C)C)C(C)C, ClCCl. The product is CCN(C(C)=O)c1cc2nn(-c3ccc(Br)cc3)c(C(=O)NC)c2cc1C1CC1. As a reaction SMILES: [Br:1][c:2]1[cH:3][cH:4][c:5](-[n:8]2[n:9][c:10]3[cH:11][c:12]([NH:24][CH2:25][CH3:26])[c:13]([CH:21]4[CH2:22][CH2:23]4)[cH:14][c:15]3[c:16]2[C:17](=[O:18])[NH:19][CH3:20])[cH:6][cH:7]1.[CH3:36][C:37]([Cl:38])=[O:39].[CH:27]([N:28]([CH2:29][CH3:30])[CH:31]([CH3:32])[CH3:33])([CH3:34])[CH3:35].[Cl:40][CH2:41][Cl:42]>>[Br:1][c:2]1[cH:3][cH:4][c:5](-[n:8]2[n:9][c:10]3[cH:11][c:12]([N:24]([CH2:25][CH3:26])[C:37]([CH3:36])=[O:39])[c:13]([CH:21]4[CH2:22][CH2:23]4)[cH:14][c:15]3[c:16]2[C:17](=[O:18])[NH:19][CH3:20])[cH:6][cH:7]1. Starting materials: 94, C1(=CC=CC=C1)O (phenol), C=CC1=CC=CC=C1 (styrene), sulfonated styrene divinylbenzene, C1(=CC=CC=C1)O (phenol), C=CC1=CC=CC=C1 (styrene). Reaction conditions: time 20 hour. Yields the product C1(=CC=CC=C1)C(C)C=1C(=C(C=CC1)O)C(C)C1=CC=CC=C1 (di-(α-phenylethyl)-phenol), C1(=CC=CC=C1)C(C)C1=C(C(=CC(=C1)C(C)C1=CC=CC=C1)C(C)C1=CC=CC=C1)O (2,4,6-tri-(α-phenylethyl)-phenol). The yield is 27.0%. RXN SMILES: [C:1]1([OH:7])[CH:6]=[CH:5][CH:4]=[CH:3][CH:2]=1.[CH2:8]=[CH:9][C:10]1[CH:15]=[CH:14][CH:13]=[CH:12][CH:11]=1>>[C:10]1([CH:9]([C:3]2[C:2]([CH:9]([C:10]3[CH:15]=[CH:14][CH:13]=[CH:12][CH:11]=3)[CH3:8])=[C:1]([OH:7])[CH:6]=[CH:5][CH:4]=2)[CH3:8])[CH:15]=[CH:14][CH:13]=[CH:12][CH:11]=1.[C:10]1([CH:9]([C:2]2[CH:3]=[C:4]([CH:9]([C:10]3[CH:15]=[CH:14][CH:13]=[CH:12][CH:11]=3)[CH3:8])[CH:5]=[C:6]([CH:9]([C:10]3[CH:15]=[CH:14][CH:13]=[CH:12][CH:11]=3)[CH3:8])[C:1]=2[OH:7])[CH3:8])[CH:15]=[CH:14][CH:13]=[CH:12][CH:11]=1. Reported procedure: A suspension of 94 parts of phenol, 208 parts of styrene and 5 parts of ion exchange resin is prepared in a stirred reactor at 80° C. and 1 bar pressure, the mixture being stirred at 700 rpm. The ion exchange resin is a sulfonated styrene/divinylbenzene copolymer resin, which has been dehydrated under reduced pressure for 20 hours at 100° C. before being used; it has a gel structure and its particle size is from 20 to 150 micrometers. The suspension is then stirred constantly in the reactor at 7... The reactants are C1CCOC1, Cc1ccc2c(N3CCN(CCc4cccc(N5CCNC5=O)c4)CC3)cccc2n1, CI, [H-], [Na+]. Product: Cc1ccc2c(N3CCN(CCc4cccc(N5CCN(C)C5=O)c4)CC3)cccc2n1. RXN SMILES: [CH2:36]1[O:37][CH2:38][CH2:39][CH2:40]1.[CH3:1][c:2]1[n:3][c:4]2[cH:5][cH:6][cH:7][c:8]([N:12]3[CH2:13][CH2:14][N:15]([CH2:18][CH2:19][c:20]4[cH:21][c:22]([N:26]5[C:27](=[O:31])[NH:28][CH2:29][CH2:30]5)[cH:23][cH:24][cH:25]4)[CH2:16][CH2:17]3)[c:9]2[cH:10][cH:11]1.[CH3:32][I:33].[H-:34].[Na+:35]>>[CH3:1][c:2]1[n:3][c:4]2[cH:5][cH:6][cH:7][c:8]([N:12]3[CH2:13][CH2:14][N:15]([CH2:18][CH2:19][c:20]4[cH:21][c:22]([N:26]5[C:27](=[O:31])[N:28]([CH3:32])[CH2:29][CH2:30]5)[cH:23][cH:24][cH:25]4)[CH2:16][CH2:17]3)[c:9]2[cH:10][cH:11]1.